From a dataset of the Open Reaction Database (ORD), a public repository of structured organic reaction records. describe an organic reaction: reactants, conditions, products, and yield Reactants: C(C)(C)(C)[Si](OC(C(O)C=1C=C(C=CC1)C)C1=CC=NC=C1)(C)C (2-(tert-butyl-dimethyl-silanyloxy)-2-pyridine-4-yl-1-m-tolyl-ethanol), [F-].C(C)(C)(C)[NH3+] (t-butylamonium fluoride), CCCCCC.C(C)(=O)OCC (hexane ethyl acetate). Solvent: C1CCOC1 (THF). The product is N1=CC=C(C=C1)C(C(O)C=1C=C(C=CC1)C)O (1-pyridine-4-yl-2-m-tolyl-ethane-1,2-diol). Reaction SMILES: C([Si](C)(C)[O:6][CH:7]([C:17]1[CH:22]=[CH:21][N:20]=[CH:19][CH:18]=1)[CH:8]([C:10]1[CH:11]=[C:12]([CH3:16])[CH:13]=[CH:14][CH:15]=1)[OH:9])(C)(C)C.[F-].C([NH3+])(C)(C)C.CCCCCC.C(OCC)(=O)C>C1COCC1>[N:20]1[CH:21]=[CH:22][C:17]([CH:7]([OH:6])[CH:8]([C:10]2[CH:11]=[C:12]([CH3:16])[CH:13]=[CH:14][CH:15]=2)[OH:9])=[CH:18][CH:19]=1 |f:1.2,3.4|. Procedure details: To a solution of 2-(tert-butyl-dimethyl-silanyloxy)-2-pyridine-4-yl-1-m-tolyl-ethanol (5 g, 14.5 mmole) in THF (50 mL) was added t-butylamonium fluoride (1M, 16 mL, 16 mmole) at 25° C. The solution was stirred at that temperature for 1 hr before evaporation of solvent and purification (silica gel, hexane/ethyl acetate) to give the title compound. MS (m/z): Calcd. C14H15NO2(M+): 229, found (M+H)+: 230.1, (M−H)−: 228.1 The reactants are C(#N)C1=CC=C(C=C1)B(O)O (4-cyanophenylboronic acid), ClC1=NC2=CC=C(C=C2C(=C1)Cl)OC (2,4-dichloro-6-methoxyquinoline), ice water. Reagents/catalysts: C=1C=CC(=CC1)[P](C=2C=CC=CC2)(C=3C=CC=CC3)[Pd]([P](C=4C=CC=CC4)(C=5C=CC=CC5)C=6C=CC=CC6)([P](C=7C=CC=CC7)(C=8C=CC=CC8)C=9C=CC=CC9)[P](C=1C=CC=CC1)(C=1C=CC=CC1)C=1C=CC=CC1 (Pd(PPh3)4). Solvent: CN(C)C=O (DMF). Reaction conditions: temperature 100 celsius. Product: ClC1=CC(=NC2=CC=C(C=C12)OC)C1=CC=C(C#N)C=C1 (4-(4-chloro-6-methoxyquinolin-2-yl)benzonitrile). As a reaction SMILES: [C:1]([C:3]1[CH:8]=[CH:7][C:6](B(O)O)=[CH:5][CH:4]=1)#[N:2].Cl[C:13]1[CH:22]=[C:21]([Cl:23])[C:20]2[C:15](=[CH:16][CH:17]=[C:18]([O:24][CH3:25])[CH:19]=2)[N:14]=1>C1C=CC([P]([Pd]([P](C2C=CC=CC=2)(C2C=CC=CC=2)C2C=CC=CC=2)([P](C2C=CC=CC=2)(C2C=CC=CC=2)C2C=CC=CC=2)[P](C2C=CC=CC=2)(C2C=CC=CC=2)C2C=CC=CC=2)(C2C=CC=CC=2)C2C=CC=CC=2)=CC=1.CN(C=O)C>[Cl:23][C:21]1[C:20]2[C:15](=[CH:16][CH:17]=[C:18]([O:24][CH3:25])[CH:19]=2)[N:14]=[C:13]([C:6]2[CH:7]=[CH:8][C:3]([C:1]#[N:2])=[CH:4][CH:5]=2)[CH:22]=1 |^1:29,31,50,69|. Procedure: Followed Scheme 2, Step 1 starting from 4-cyanophenylboronic acid and 2,4-dichloro-6-methoxyquinoline, where the solvent used was DMF, and the catalyst used was Pd(PPh3)4. The mixture was heated to 100° C. for 3 h, allowed to cool, and then poured into ice water. The resulting solid was isolated by filtration, washed with water, and dried followed by recrystallization from methanol to give the desired product. The reactants are CCOC(=O)C(=Cc1cccc2ccccc12)CC(=O)O, CC(=O)O. Product: CCOC(=O)C(CC(=O)O)Cc1cccc2ccccc12. As a reaction SMILES: [CH2:1]([CH3:2])[O:3][C:4](=[O:5])[C:6]([CH2:7][C:8](=[O:9])[OH:10])=[CH:11][c:12]1[cH:13][cH:14][cH:15][c:16]2[cH:17][cH:18][cH:19][cH:20][c:21]12.[CH3:22][C:23](=[O:24])[OH:25]>>[CH2:1]([CH3:2])[O:3][C:4](=[O:5])[CH:6]([CH2:7][C:8](=[O:9])[OH:10])[CH2:11][c:12]1[cH:13][cH:14][cH:15][c:16]2[cH:17][cH:18][cH:19][cH:20][c:21]12. Starting materials: C(C)(C)(C)OC(=O)N(CCOC=1C=C(C(=O)O)C=C(C1)Cl)C1=CC=NC=C1 (3-[2-(tert-butoxycarbonyl-pyridin-4-yl-amino)-ethoxy]-5-chloro-benzoic acid), CN(C)C(=[N+](C)C)ON1C2=C(C=CC=C2)N=N1.[B-](F)(F)(F)F (TBTU), C=1C=CC2=C(C1)N=NN2O (HOBt), CCN(C(C)C)C(C)C (DIPEA), C(C)OC(CCCNC1CCCC1)=O (4-cyclopentylamino-butyric acid ethyl ester), C(C)OC(CCCNC1CCCC1)=O (4-cyclopentylamino-butyric acid ethyl ester). Solvent: CN(C)C=O (DMF). Conditions: time 16 hour. Yields the product C(C)OC(CCCN(C1CCCC1)C(C1=CC(=CC(=C1)Cl)OCCN(C1=CC=NC=C1)C(=O)OC(C)(C)C)=O)=O (4-({3-[2-(tert-Butoxycarbonyl-pyridin-4-yl-amino)-ethoxy]-5-chloro-benzoyl}-cyclopentyl-amino)-butyric acid ethyl ester). Isolated yield 43.1%. RXN SMILES: [C:1]([O:5][C:6]([N:8]([C:22]1[CH:27]=[CH:26][N:25]=[CH:24][CH:23]=1)[CH2:9][CH2:10][O:11][C:12]1[CH:13]=[C:14]([CH:18]=[C:19]([Cl:21])[CH:20]=1)[C:15](O)=[O:16])=[O:7])([CH3:4])([CH3:3])[CH3:2].CN(C(ON1N=NC2C=CC=CC1=2)=[N+](C)C)C.[B-](F)(F)(F)F.C1C=CC2N(O)N=NC=2C=1.CCN(C(C)C)C(C)C.[CH2:69]([O:71][C:72](=[O:82])[CH2:73][CH2:74][CH2:75][NH:76][CH:77]1[CH2:81][CH2:80][CH2:79][CH2:78]1)[CH3:70]>CN(C=O)C>[CH2:69]([O:71][C:72](=[O:82])[CH2:73][CH2:74][CH2:75][N:76]([C:15](=[O:16])[C:14]1[CH:18]=[C:19]([Cl:21])[CH:20]=[C:12]([O:11][CH2:10][CH2:9][N:8]([C:6]([O:5][C:1]([CH3:3])([CH3:2])[CH3:4])=[O:7])[C:22]2[CH:27]=[CH:26][N:25]=[CH:24][CH:23]=2)[CH:13]=1)[CH:77]1[CH2:81][CH2:80][CH2:79][CH2:78]1)[CH3:70] |f:1.2|. Procedure: To a stirred solution of 3-[2-(tert-butoxycarbonyl-pyridin-4-yl-amino)-ethoxy]-5-chloro-benzoic acid (0.300 g), TBTU (0.482 g) and HOBt (0.150 g) in DMF (5 ml) was added DIPEA (0.260 ml) followed by 4-cyclopentylamino-butyric acid ethyl ester (0.316 g) after 10 min. The reaction mixture was stirred at room temperature for 16 h and then further 4-cyclopentylamino-butyric acid ethyl ester (0.316 g) was added. After 24 h, the reaction mixture was concentrated under reduced pressure to give a viscou... The reactants are CCCCCC1CCC(c2ccc(B(O)O)cc2)CC1, CCO, Nc1ccc(Br)cc1C(F)(F)F, [Na+], [Na+], O=C([O-])[O-], O, c1ccccc1, c1ccc(P(c2ccccc2)(c2ccccc2)[Pd](P(c2ccccc2)(c2ccccc2)c2ccccc2)(P(c2ccccc2)(c2ccccc2)c2ccccc2)P(c2ccccc2)(c2ccccc2)c2ccccc2)cc1. The product is CCCCCC1CCC(c2ccc(-c3ccc(N)c(C(F)(F)F)c3)cc2)CC1. Reaction SMILES: [CH2:4]([CH2:5][CH2:6][CH2:7][CH3:8])[CH:9]1[CH2:10][CH2:11][CH:12]([c:15]2[cH:16][cH:17][c:18]([B:21]([OH:22])[OH:23])[cH:19][cH:20]2)[CH2:13][CH2:14]1.[CH3:1][CH2:2][OH:3].[F:24][C:25]([c:26]1[c:27]([NH2:28])[cH:29][cH:30][c:31]([Br:33])[cH:32]1)([F:34])[F:35].[Na+:36].[Na+:37].[O-:38][C:39](=[O:40])[O-:41].[OH2:119].[cH:120]1[cH:121][cH:122][cH:123][cH:124][cH:125]1.[cH:42]1[cH:43][cH:44][c:45]([P:46]([Pd:47]([P:48]([c:49]2[cH:50][cH:51][cH:52][cH:53][cH:54]2)([c:55]2[cH:56][cH:57][cH:58][cH:59][cH:60]2)[c:61]2[cH:62][cH:63][cH:64][cH:65][cH:66]2)([P:67]([c:68]2[cH:69][cH:70][cH:71][cH:72][cH:73]2)([c:74]2[cH:75][cH:76][cH:77][cH:78][cH:79]2)[c:80]2[cH:81][cH:82][cH:83][cH:84][cH:85]2)[P:86]([c:87]2[cH:88][cH:89][cH:90][cH:91][cH:92]2)([c:93]2[cH:94][cH:95][cH:96][cH:97][cH:98]2)[c:99]2[cH:100][cH:101][cH:102][cH:103][cH:104]2)([c:105]2[cH:106][cH:107][cH:108][cH:109][cH:110]2)[c:111]2[cH:112][cH:113][cH:114][cH:115][cH:116]2)[cH:117][cH:118]1>>[CH2:4]([CH2:5][CH2:6][CH2:7][CH3:8])[CH:9]1[CH2:10][CH2:11][CH:12]([c:15]2[cH:16][cH:17][c:18](-[c:31]3[cH:30][cH:29][c:27]([NH2:28])[c:26]([C:25]([F:24])([F:34])[F:35])[cH:32]3)[cH:19][cH:20]2)[CH2:13][CH2:14]1.